This data is from the Open Reaction Database (ORD), a public repository of structured organic reaction records. The task is: describe an organic reaction: reactants, conditions, products, and yield The reactants are CCO, Cc1c(COc2ccc(OCc3ccccc3)cc2)cc(-c2ccc(S(C)(=O)=O)cc2)n1-c1ccc(F)cc1. Yields the product Cc1c(COc2ccc(O)cc2)cc(-c2ccc(S(C)(=O)=O)cc2)n1-c1ccc(F)cc1. RXN SMILES: [CH3:40][CH2:41][OH:42].[F:1][c:2]1[cH:3][cH:4][c:5](-[n:8]2[c:9]([CH3:39])[c:10]([CH2:23][O:24][c:25]3[cH:26][cH:27][c:28]([O:31][CH2:32][c:33]4[cH:34][cH:35][cH:36][cH:37][cH:38]4)[cH:29][cH:30]3)[cH:11][c:12]2-[c:13]2[cH:14][cH:15][c:16]([S:19](=[O:20])(=[O:21])[CH3:22])[cH:17][cH:18]2)[cH:6][cH:7]1>>[F:1][c:2]1[cH:3][cH:4][c:5](-[n:8]2[c:9]([CH3:39])[c:10]([CH2:23][O:24][c:25]3[cH:26][cH:27][c:28]([OH:31])[cH:29][cH:30]3)[cH:11][c:12]2-[c:13]2[cH:14][cH:15][c:16]([S:19](=[O:20])(=[O:21])[CH3:22])[cH:17][cH:18]2)[cH:6][cH:7]1. Run in CCOC(=O)C (EtOAc), O (water), C(C)(=O)O (acetic acid). Starting materials: ClC1=CC(=C(C=O)C=C1)F (4-Chloro-2-fluorobenzaldehyde), CC1(OC(CC(O1)=O)=O)C (2,2-dimethyl-1,3-dioxane-4,6-dione), C(CC(=O)C)(=O)OC (methyl acetoacetate), C(C)(=O)[O-].[NH4+] (ammonium acetate), C(=O)([O-])[O-].[K+].[K+] (K2CO3). Yields the product ClC1=CC(=C(C=C1)C1C(=C(NC(C1)=O)C)C(=O)OC)F (Methyl 4-(4-chloro-2-fluorophenyl)-2-methyl-6-oxo-1,4,5,6-tetrahydro-3-pyridinecarboxylate). The yield is 26.8%. Reported procedure: 4-Chloro-2-fluorobenzaldehyde (1.00 g, 6.30 mmol, 1.00 equiv), 2,2-dimethyl-1,3-dioxane-4,6-dione (907 mg, 6.30 mmol, 1.00 equiv), methyl acetoacetate (0.679 mL, 6.30 mmol, 1.00 equiv), and ammonium acetate (0.512 g, 6.60 mmol, 1.05 equiv) were dissolved in acetic acid (7.0 mL) and heated to reflux for 2 hours. The reaction mixture was cooled to room temperature, neutralized with solid K2CO3, and diluted with EtOAc and water. The phases were separated, and the organic phase was washed with satd.... RXN SMILES: [Cl:1][C:2]1[CH:9]=[CH:8][C:5]([CH:6]=O)=[C:4]([F:10])[CH:3]=1.[CH3:11][C:12]1(C)[O:17]C(=O)CC(=O)O1.[C:21]([O:27][CH3:28])(=[O:26])[CH2:22][C:23]([CH3:25])=O.C([O-])(=O)C.[NH4+:33].C([O-])([O-])=O.[K+].[K+]>C(O)(=O)C.CCOC(C)=O.O>[Cl:1][C:2]1[CH:9]=[CH:8][C:5]([CH:6]2[CH2:11][C:12](=[O:17])[NH:33][C:23]([CH3:25])=[C:22]2[C:21]([O:27][CH3:28])=[O:26])=[C:4]([F:10])[CH:3]=1 |f:3.4,5.6.7|. The reactants are C1(C(C=CC1)=O)=O (cyclopentenedione), C(=O)([O-])[O-].[K+].[K+] (K2CO3), COS(=O)(=O)OC (Me2SO4), CC(=O)C (acetone). Product: COC(C)=C1C(C=C(C1=O)C)=O (2-(1-methoxy-ethylidene)-4-methyl-cyclopent-4-ene-1,3-dione). Reaction SMILES: [C:1]1(=[O:7])[CH2:5][CH:4]=[CH:3]C1=O.[C:8]([O-:11])([O-])=O.[K+].[K+].[CH3:14]OS(OC)(=O)=O.[CH3:21][C:22]([CH3:24])=[O:23]>>[CH3:14][O:23][C:22](=[C:24]1[C:8](=[O:11])[C:4]([CH3:3])=[CH:5][C:1]1=[O:7])[CH3:21] |f:1.2.3|. Procedure: To a heated solution of the above cyclopentenedione compound (130 mg, 0.855 mmol) and K2CO3 (0.9 g) in dry acetone (20 mL) was added Me2SO4 (0.4 mL). After refluxing for 5 hr, the reaction mixture was filtered to remove K2CO3. The filtrate is concentrated to dryness; and the residue is subjected to reversed phase RP-18 column chromatography using aqueous MeOH. The 80% MeOH eluate was concentrated to dryness; and the residue was chromatographed on silica gel eluting with hexane-EtOAc (5:1 to 2:1)... Reactants: C[S+](C)C, Cc1ccc(C2CO2)cc1, [I-], [Na]. Yields the product Cc1ccc(C=O)cc1. As a reaction SMILES: [CH3:3][S+:4]([CH3:5])[CH3:6].[CH3:7][c:8]1[cH:9][cH:10][c:11]([CH:12]2[CH2:13][O:14]2)[cH:15][cH:16]1.[I-:2].[Na:1]>>[CH3:7][c:8]1[cH:9][cH:10][c:11]([CH:12]=[O:14])[cH:15][cH:16]1. The reactants are [BH4-], Cc1oc(-c2ccccc2)nc1C(=O)COc1ccc(CCCC2OC(=O)NC2=O)cc1, Cl, [Na+], C1CCOC1, O. The product is Cc1oc(-c2ccccc2)nc1C(O)COc1ccc(CCCC2OC(=O)NC2=O)cc1. As a reaction SMILES: [BH4-:33].[CH3:1][c:2]1[c:3]([C:13]([CH2:14][O:15][c:16]2[cH:17][cH:18][c:19]([CH2:22][CH2:23][CH2:24][CH:25]3[C:26](=[O:31])[NH:27][C:28](=[O:30])[O:29]3)[cH:20][cH:21]2)=[O:32])[n:4][c:5](-[c:7]2[cH:8][cH:9][cH:10][cH:11][cH:12]2)[o:6]1.[ClH:35].[Na+:34].[O:37]1[CH2:38][CH2:39][CH2:40][CH2:41]1.[OH2:36]>>[CH3:1][c:2]1[c:3]([CH:13]([CH2:14][O:15][c:16]2[cH:17][cH:18][c:19]([CH2:22][CH2:23][CH2:24][CH:25]3[C:26](=[O:31])[NH:27][C:28](=[O:30])[O:29]3)[cH:20][cH:21]2)[OH:32])[n:4][c:5](-[c:7]2[cH:8][cH:9][cH:10][cH:11][cH:12]2)[o:6]1. The reactants are COC(=O)C(C(=O)OC)C(Cc1ccc(F)cc1[N+](=O)[O-])c1ccccc1, CO, [Cl-], [NH4+], [Zn]. RXN SMILES: [CH3:1][O:2][C:3]([CH:4]([C:5](=[O:6])[O:7][CH3:8])[CH:9]([CH2:10][c:11]1[c:12]([N+:18]([O-:19])=[O:20])[cH:13][c:14]([F:17])[cH:15][cH:16]1)[c:21]1[cH:22][cH:23][cH:24][cH:25][cH:26]1)=[O:27].[CH3:30][OH:31].[Cl-:28].[NH4+:29].[Zn:32]>>[CH3:1][O:2][C:3]([CH:4]([C:5](=[O:6])[O:7][CH3:8])[CH:9]([CH2:10][c:11]1[c:12]([NH2:18])[cH:13][c:14]([F:17])[cH:15][cH:16]1)[c:21]1[cH:22][cH:23][cH:24][cH:25][cH:26]1)=[O:27]. Yields the product COC(=O)C(C(=O)OC)C(Cc1ccc(F)cc1N)c1ccccc1.